describe an organic reaction: reactants, conditions, products, and yield From a dataset of the Open Reaction Database (ORD), a public repository of structured organic reaction records. Starting materials: C(C)(C)(C)OC(=O)NC(C(=O)OCC1=CC=CC=C1)CCC(=O)OCCCCCCNC(=N)NS(=O)(=O)C1=CC=C(C)C=C1 (1-benzyl 5-(6-(3-tosylguanidino)hexyl) 2-(tert-butoxycarbonylamino)pentanedioate), C (charcoal). Reagents/catalysts: [Pd] (Palladium). The solvent is CO (MeOH). Product: N=C(NCCCCCCOC(CCC(NC(OC(C)(C)C)=O)C(=O)O)=O)NS(=O)(=O)C1=CC=C(C=C1)C (1-imino-17,17-dimethyl-1-(4-methylphenylsulfonamido)-10,15-dioxo-9,16dioxa-2,14-diazaoctadecane-13-carboxylic acid). Isolated yield 85.7%. RXN SMILES: [C:1]([O:5][C:6]([NH:8][CH:9]([CH2:20][CH2:21][C:22]([O:24][CH2:25][CH2:26][CH2:27][CH2:28][CH2:29][CH2:30][NH:31][C:32]([NH:34][S:35]([C:38]1[CH:44]=[CH:43][C:41]([CH3:42])=[CH:40][CH:39]=1)(=[O:37])=[O:36])=[NH:33])=[O:23])[C:10]([O:12]CC1C=CC=CC=1)=[O:11])=[O:7])([CH3:4])([CH3:3])[CH3:2].C>CO.[Pd]>[NH:33]=[C:32]([NH:34][S:35]([C:38]1[CH:39]=[CH:40][C:41]([CH3:42])=[CH:43][CH:44]=1)(=[O:36])=[O:37])[NH:31][CH2:30][CH2:29][CH2:28][CH2:27][CH2:26][CH2:25][O:24][C:22](=[O:23])[CH2:21][CH2:20][CH:9]([C:10]([OH:12])=[O:11])[NH:8][C:6](=[O:7])[O:5][C:1]([CH3:4])([CH3:3])[CH3:2]. Procedure details: 103.6 mg (0.16 mmol) of 1-benzyl 5-(6-(3-tosylguanidino)hexyl) 2-(tert-butoxycarbonylamino)pentanedioate under nitrogen in MeOH. A few mg of 10% Palladium over activated charcoal were added. 3 vacuo hydrogen flush were done before stirring vigorously the reaction under a H2 atmosphere for 2 days. The reaction was filtered over celite and the solvent evaporated to give 74.4 mg of a colorless oil (yield=86%). Starting materials: O=C([O-])[O-], CCOC(C)=O, CS(C)=O, Fc1ccc(C2(C(F)(F)SC3CC3)CO2)c(F)c1, CC(C)OC(C)C, [K+], [K+], O, c1nc[nH]n1. Yields the product OC(Cn1cncn1)(c1ccc(F)cc1F)C(F)(F)SC1CC1. Reaction SMILES: [C:24](=[O:25])([O-:26])[O-:27].[C:30]([O:31][CH2:32][CH3:33])(=[O:34])[CH3:35].[CH3:43][S:44]([CH3:45])=[O:46].[CH:1]1([S:4][C:5]([C:6]2([c:9]3[c:10]([F:16])[cH:11][c:12]([F:15])[cH:13][cH:14]3)[O:7][CH2:8]2)([F:17])[F:18])[CH2:2][CH2:3]1.[CH:36]([O:37][CH:38]([CH3:39])[CH3:40])([CH3:41])[CH3:42].[K+:28].[K+:29].[OH2:47].[nH:19]1[n:20][cH:21][n:22][cH:23]1>>[CH:1]1([S:4][C:5]([C:6]([OH:7])([CH2:8][n:19]2[n:20][cH:21][n:22][cH:23]2)[c:9]2[c:10]([F:16])[cH:11][c:12]([F:15])[cH:13][cH:14]2)([F:17])[F:18])[CH2:2][CH2:3]1. Starting materials: CCOC(=O)Cn1c(C)cnc(O)c1=O, ClC(Cl)Cl, [NH4+], [OH-], O, O=P(Br)(Br)Br. The product is CCOC(=O)Cn1c(C)cnc(Br)c1=O. RXN SMILES: [CH2:1]([CH3:2])[O:3][C:4](=[O:5])[CH2:6][n:7]1[c:8](=[O:15])[c:9]([OH:14])[n:10][cH:11][c:12]1[CH3:13].[Cl:23][CH:24]([Cl:25])[Cl:26].[NH4+:22].[OH-:21].[OH2:27].[P:16]([Br:17])([Br:18])([Br:19])=[O:20]>>[CH2:1]([CH3:2])[O:3][C:4](=[O:5])[CH2:6][n:7]1[c:8](=[O:15])[c:9]([Br:18])[n:10][cH:11][c:12]1[CH3:13]. The reactants are C(C)(=O)OCC (ethyl acetate), COC(C(CCC(C1=CC=C(C=C1)F)OCC1=CC=CC=C1)C(NC1=CC=C(C=C1)F)C1=CC=C(C=C1)OCC1=CC=CC=C1)=O (5-Benzyloxy-2-[(4-benzyloxy-phenyl)-(4-fluoro-phenylamino)-methyl]-5-(4-fluoro-phenyl)-pentanoic acid methyl ester), Cl (hydrochloride), C[Si](C)(C)[N-][Si](C)(C)C.[Li+] (Lithium bis(trimethylsilyl)amide). The solvent is O1CCCC1 (tetrahydrofuran). Conditions: temperature -22.5 celsius, time 30 minute. Yields the product C(C1=CC=CC=C1)OC(CCC1C(N(C1C1=CC=C(C=C1)OCC1=CC=CC=C1)C1=CC=C(C=C1)F)=O)C1=CC=C(C=C1)F (3-[3-Benzyloxy-3-(4-fluoro-phenyl)-propyl]-4-(4-benzyloxy-phenyl)-1-(4-fluoro-phenyl)-azetidin-2-one). RXN SMILES: C[O:2][C:3](=O)[CH:4]([CH:23]([C:32]1[CH:37]=[CH:36][C:35]([O:38][CH2:39][C:40]2[CH:45]=[CH:44][CH:43]=[CH:42][CH:41]=2)=[CH:34][CH:33]=1)[NH:24][C:25]1[CH:30]=[CH:29][C:28]([F:31])=[CH:27][CH:26]=1)[CH2:5][CH2:6]C(OCC1C=CC=CC=1)C1C=CC(F)=CC=1.C[Si]([N-][Si](C)(C)C)(C)C.[Li+].Cl.[C:58]([O:61][CH2:62][CH3:63])(=O)[CH3:59]>O1CCCC1>[CH2:62]([O:61][CH:58]([C:59]1[CH:30]=[CH:29][C:28]([F:31])=[CH:27][CH:26]=1)[CH2:6][CH2:5][CH:4]1[CH:23]([C:32]2[CH:33]=[CH:34][C:35]([O:38][CH2:39][C:40]3[CH:45]=[CH:44][CH:43]=[CH:42][CH:41]=3)=[CH:36][CH:37]=2)[N:24]([C:25]2[CH:30]=[CH:29][C:28]([F:31])=[CH:27][CH:26]=2)[C:3]1=[O:2])[C:63]1[CH:6]=[CH:5][CH:4]=[CH:23][CH:32]=1 |f:1.2|. Procedure details: 10 gms of 5-Benzyloxy-2-[(4-benzyloxy-phenyl)-(4-fluoro-phenylamino)-methyl]-5-(4-fluoro-phenyl)-pentanoic acid methyl ester was dissolved in 500 ml of tetrahydrofuran and cool the reaction mass to −20 to −25° C. To the reaction mass 16 ml of 1M Lithium bis(trimethylsilyl)amide was added under nitrogen atmosphere and stirred for about 30 minutes. To the reaction mass 100 ml of 2 N hydrochloride solution was added at 20-25° C. Stirred the reaction mass by adding 150 ml of ethyl acetate and separa...